describe an organic reaction: reactants, conditions, products, and yield From a dataset of the Open Reaction Database (ORD), a public repository of structured organic reaction records. Reactants: COCOc1ccc2c(c1)OCC(C)(c1ccc(C(=O)OC)cc1)C2CCCCCCCCCO, COCOc1ccc(C2(C)COc3cc(OCOC)ccc3C2CCCCCCCCCOS(C)(=O)=O)cc1. Product: COCOc1ccc2c(c1)OCC(C)(c1ccc(C(=O)OC)cc1)C2CCCCCCCCCOS(C)(=O)=O. As a reaction SMILES: [CH3:1][O:2][C:3]([c:4]1[cH:5][cH:6][c:7]([C:10]2([CH3:34])[CH2:11][O:12][c:13]3[cH:14][c:15]([O:30][CH2:31][O:32][CH3:33])[cH:16][cH:17][c:18]3[CH:19]2[CH2:20][CH2:21][CH2:22][CH2:23][CH2:24][CH2:25][CH2:26][CH2:27][CH2:28][OH:29])[cH:8][cH:9]1)=[O:35].[CH3:36][S:37](=[O:38])(=[O:39])[O:40][CH2:41][CH2:42][CH2:43][CH2:44][CH2:45][CH2:46][CH2:47][CH2:48][CH2:49][CH:50]1[c:51]2[c:52]([cH:53][c:54]([O:55][CH2:56][O:57][CH3:58])[cH:59][cH:60]2)[O:61][CH2:62][C:63]1([c:64]1[cH:65][cH:66][c:67]([O:68][CH2:69][O:70][CH3:71])[cH:72][cH:73]1)[CH3:74]>>[CH3:1][O:2][C:3]([c:4]1[cH:5][cH:6][c:7]([C:10]2([CH3:34])[CH2:11][O:12][c:13]3[cH:14][c:15]([O:30][CH2:31][O:32][CH3:33])[cH:16][cH:17][c:18]3[CH:19]2[CH2:20][CH2:21][CH2:22][CH2:23][CH2:24][CH2:25][CH2:26][CH2:27][CH2:28][O:29][S:37]([CH3:36])(=[O:38])=[O:39])[cH:8][cH:9]1)=[O:35]. The reactants are CC(C)(C)OC(=O)N1CCN(c2cc3c(cc2F)nc(COc2ccccc2)n3Cc2ccc(Cl)cc2)CC1, O=C([O-])O, [Na+], O, O=C(O)C(F)(F)F. The product is Fc1cc2nc(COc3ccccc3)n(Cc3ccc(Cl)cc3)c2cc1N1CCNCC1. Reaction SMILES: [C:1]([O:2][C:3](=[O:4])[N:8]1[CH2:9][CH2:10][N:11]([c:14]2[cH:15][c:16]3[c:17]([n:18][c:19]([CH2:29][O:30][c:31]4[cH:32][cH:33][cH:34][cH:35][cH:36]4)[n:20]3[CH2:21][c:22]3[cH:23][cH:24][c:25]([Cl:28])[cH:26][cH:27]3)[cH:37][c:38]2[F:39])[CH2:12][CH2:13]1)([CH3:5])([CH3:6])[CH3:7].[C:47](=[O:48])([OH:49])[O-:50].[Na+:51].[OH2:52].[OH:40][C:41]([C:42]([F:43])([F:44])[F:45])=[O:46]>>[NH:8]1[CH2:9][CH2:10][N:11]([c:14]2[cH:15][c:16]3[c:17]([n:18][c:19]([CH2:29][O:30][c:31]4[cH:32][cH:33][cH:34][cH:35][cH:36]4)[n:20]3[CH2:21][c:22]3[cH:23][cH:24][c:25]([Cl:28])[cH:26][cH:27]3)[cH:37][c:38]2[F:39])[CH2:12][CH2:13]1. The reactants are COC1=CC=C(CS)C=C1 (p-methoxybenzylmercaptan), [H-].[Na+] (sodium hydride), C1(=CC=CC=C1)CC(C(=O)OC(C)(C)C)N1C(C(CC(CC1)C1=CC=CC=C1)NC(C(CCCCN1C(C2=CC=CC=C2C1=O)=O)Br)=O)=O (N-[hexahydro-1-[1-(phenylmethyl)-1-t-butoxycarbonylmethyl]-2-oxo-5-phenyl-1H-azepin-3-yl]-1,3-dihydro-a-bromo-1,3-dioxo-2H-isoindole-2-hexanamide). Reagents/catalysts: [I-].C(CCC)[N+](CCCC)(CCCC)CCCC (tetra-n-butylammonium iodide). Reaction conditions: time 1 hour. Yields the product C1(=CC=CC=C1)CC(C(=O)O)N1C(C(CC(CC1)C1=CC=CC=C1)NC(C(CCCCN1C(C2=CC=CC=C2C1=O)=O)S)=O)=O (N-[Hexahydro-1-[1-(phenylmethyl)-1-carboxymethyl]-2-oxo-5-phenyl-1H-azepin-3-yl]-1,3-dihydro-α-mercapto-1,3-dioxo-2H-isoindole-2-hexanamide). Reaction SMILES: COC1C=CC(C[SH:8])=CC=1.[H-].[Na+].[C:13]1([CH2:19][CH:20]([N:28]2[CH2:34][CH2:33][CH:32]([C:35]3[CH:40]=[CH:39][CH:38]=[CH:37][CH:36]=3)[CH2:31][CH:30]([NH:41][C:42](=[O:60])[CH:43](Br)[CH2:44][CH2:45][CH2:46][CH2:47][N:48]3[C:56](=[O:57])[C:55]4[C:50](=[CH:51][CH:52]=[CH:53][CH:54]=4)[C:49]3=[O:58])[C:29]2=[O:61])[C:21]([O:23]C(C)(C)C)=[O:22])[CH:18]=[CH:17][CH:16]=[CH:15][CH:14]=1>[I-].C([N+](CCCC)(CCCC)CCCC)CCC>[C:13]1([CH2:19][CH:20]([N:28]2[CH2:34][CH2:33][CH:32]([C:35]3[CH:40]=[CH:39][CH:38]=[CH:37][CH:36]=3)[CH2:31][CH:30]([NH:41][C:42](=[O:60])[CH:43]([SH:8])[CH2:44][CH2:45][CH2:46][CH2:47][N:48]3[C:56](=[O:57])[C:55]4[C:50](=[CH:51][CH:52]=[CH:53][CH:54]=4)[C:49]3=[O:58])[C:29]2=[O:61])[C:21]([OH:23])=[O:22])[CH:18]=[CH:17][CH:16]=[CH:15][CH:14]=1 |f:1.2,4.5|. Reported procedure: Combine p-methoxybenzylmercaptan (0.08 mL, 0.57 mmol) and sodium hydride (17 mg, 60% oil dispersion, 0.42 mmol) in degassed dimethylfornamide (3 mL). After 1 hour, tetra-n-butylammonium iodide (about 5 mg) and N-[hexahydro-1-[1-(phenylmethyl)-1-t-butoxycarbonylmethyl]-2-oxo-5-phenyl-1H-azepin-3-yl]-1,3-dihydro-a-bromo-1,3-dioxo-2H-isoindole-2-hexanamide (0.20 g, 0.27 mmol). After 20 hours, quench be the addition of a saturated aqueous ammonium chloride solution and dilute with water (about 5 mL)... Reactants: Br.C(#N)C1=C(C=C(CN2C=NC=C2COC(C)=O)C=C1)F (1-(4-cyano-3-fluorobenzyl)-5-(acetoxymethyl)-imidazole hydrobromide), ClC1=C(C=CC=C1)O (2-chlorophenol), C([O-])([O-])=O.[Cs+].[Cs+] (cesium carbonate). Solvent: CN(C)C=O (DMF). Run at temperature 55 celsius, time 18 hour. The product is Cl.ClC1=C(OC=2C=C(CN3C=NC=C3COC(C)=O)C=CC2C#N)C=CC=C1 (Acetic Acid 3-[3-(2-Chloro-phenoxy)-4-cyano-benzyl]-3H-imidazol-4-ylmethyl Ester Hydrochloride), [NH4+].[OH-] (NH4OH), hydrochloride salt. As a reaction SMILES: Br.[C:2]([C:4]1[CH:20]=[CH:19][C:7]([CH2:8][N:9]2[C:13]([CH2:14][O:15][C:16](=[O:18])[CH3:17])=[CH:12][N:11]=[CH:10]2)=[CH:6][C:5]=1F)#[N:3].[Cl:22][C:23]1[CH:28]=[CH:27][CH:26]=[CH:25][C:24]=1[OH:29].C(=O)([O-])[O-:31].[Cs+].[Cs+]>CN(C=O)C>[ClH:22].[Cl:22][C:23]1[CH:28]=[CH:27][CH:26]=[CH:25][C:24]=1[O:29][C:5]1[CH:6]=[C:7]([CH:19]=[CH:20][C:4]=1[C:2]#[N:3])[CH2:8][N:9]1[C:13]([CH2:14][O:15][C:16](=[O:18])[CH3:17])=[CH:12][N:11]=[CH:10]1.[NH4+:3].[OH-:31] |f:0.1,3.4.5,7.8,9.10|. Reported procedure: To a solution of 1-(4-cyano-3-fluorobenzyl)-5-(acetoxymethyl)-imidazole hydrobromide (0.29 g, 1.06 mmol) in DMF (7.0 mL) was added 2-chlorophenol (0.132 mL, 1.27 mmol) and cesium carbonate (0.691 g, 2.12 mmol). The mixture was heated to 55° C. and stirred for 18 hr. The DMF was removed in vacuo and the residue was partitioned with EtOAc and saturated NaHCO3 solution. The EtOAc layer was washed with H2O, brine, and dried (MgSO4). Filtration and concentration to dryness gave the title compound aft...